This data is from the Open Reaction Database (ORD), a public repository of structured organic reaction records. The task is: describe an organic reaction: reactants, conditions, products, and yield Starting materials: N#Cc1cccc(CN2CCN(c3ccc([N+](=O)[O-])cc3)CC2)c1, C1CCOC1, CCO. Product: N#Cc1cccc(CN2CCN(c3ccc(N)cc3)CC2)c1. As a reaction SMILES: [C:1](#[N:2])[c:3]1[cH:4][c:5]([CH2:6][N:7]2[CH2:8][CH2:9][N:10]([c:13]3[cH:14][cH:15][c:16]([N+:19]([O-:20])=[O:21])[cH:17][cH:18]3)[CH2:11][CH2:12]2)[cH:22][cH:23][cH:24]1.[CH2:28]1[O:29][CH2:30][CH2:31][CH2:32]1.[CH3:25][CH2:26][OH:27]>>[C:1](#[N:2])[c:3]1[cH:4][c:5]([CH2:6][N:7]2[CH2:8][CH2:9][N:10]([c:13]3[cH:14][cH:15][c:16]([NH2:19])[cH:17][cH:18]3)[CH2:11][CH2:12]2)[cH:22][cH:23][cH:24]1.